Dataset: the Open Reaction Database (ORD), a public repository of structured organic reaction records. Task: describe an organic reaction: reactants, conditions, products, and yield Reactants: C1(CCCC1)N(C(NC=1SC(=CN1)SCC(=O)O)=O)[C@@H]1CC[C@H](CC1)CC ({2-[3-cyclopentyl-3-(trans-4-ethyl-cyclohexyl)-ureido]-thiazol-5-ylsulfanyl}-acetic acid), C1(CCCCCC1)NC1CCC(CC1)C1=CC=CC=C1 (cycloheptyl-(4-phenyl-cyclohexyl)-amine), C(C)OC(C(C)(C)SC1=CN=C(S1)N)=O (2-(2-amino-thiazol-5-ylsulfanyl)-2-methyl-propionic acid ethyl ester). The product is C1(CCCCCC1)N(C(NC=1SC(=CN1)SC(C(=O)O)(C)C)=O)C1CCC(CC1)C1=CC=CC=C1 (2-{2-[3-Cycloheptyl-3-(4-phenyl-cyclohexyl)-ureido]-thiazol-5-ylsulfanyl}-2-methyl-propionic acid). Reaction SMILES: C1(N([C@H]2CC[C@H](CC)CC2)C(=O)NC2SC(SC[C:16](O)=[O:17])=CN=2)CCCC1.[CH:28]1([NH:35][CH:36]2[CH2:41][CH2:40][CH:39]([C:42]3[CH:47]=[CH:46][CH:45]=[CH:44][CH:43]=3)[CH2:38][CH2:37]2)[CH2:34][CH2:33][CH2:32][CH2:31][CH2:30][CH2:29]1.C([O:50][C:51](=[O:62])[C:52]([S:55][C:56]1[S:60][C:59]([NH2:61])=[N:58][CH:57]=1)([CH3:54])[CH3:53])C>>[CH:28]1([N:35]([CH:36]2[CH2:41][CH2:40][CH:39]([C:42]3[CH:43]=[CH:44][CH:45]=[CH:46][CH:47]=3)[CH2:38][CH2:37]2)[C:16](=[O:17])[NH:61][C:59]2[S:60][C:56]([S:55][C:52]([CH3:54])([CH3:53])[C:51]([OH:50])=[O:62])=[CH:57][N:58]=2)[CH2:29][CH2:30][CH2:31][CH2:32][CH2:33][CH2:34]1. Procedure details: Prepared in a similar manner to {2-[3-cyclopentyl-3-(trans-4-ethyl-cyclohexyl)-ureido]-thiazol-5-ylsulfanyl}-acetic acid (via cycloheptyl-(4-phenyl-cyclohexyl)-amine and 2-(2-amino-thiazol-5-ylsulfanyl)-2-methyl-propionic acid ethyl ester. Starting materials: ClC1=NC=NC2=CC(=C(C=C12)OC)OCCCN1CCOCC1 (4-chloro-6-methoxy-7-(3-morpholinopropoxy)quinazoline), C1OC=2C=C(N)C=CC2O1 (3,4-(methylenedioxy)aniline), Cl (hydrogen chloride). Solvent: C(C)(C)O (isopropanol), C(C)(C)O (isopropanol). Product: O1COC2=C1C=CC(=C2)NC2=NC=NC1=CC(=C(C=C21)OC)OCCCN2CCOCC2 (4-(1,3-benzodioxol-5-ylamino)-6-methoxy-7-(3-morpholinopropoxy)quinazoline). The yield is 81.3%. As a reaction SMILES: Cl[C:2]1[C:11]2[C:6](=[CH:7][C:8]([O:14][CH2:15][CH2:16][CH2:17][N:18]3[CH2:23][CH2:22][O:21][CH2:20][CH2:19]3)=[C:9]([O:12][CH3:13])[CH:10]=2)[N:5]=[CH:4][N:3]=1.[CH2:24]1[O:33][C:32]2[CH:31]=[CH:30][C:28]([NH2:29])=[CH:27][C:26]=2[O:25]1.Cl>C(O)(C)C>[O:33]1[C:32]2[CH:31]=[CH:30][C:28]([NH:29][C:2]3[C:11]4[C:6](=[CH:7][C:8]([O:14][CH2:15][CH2:16][CH2:17][N:18]5[CH2:23][CH2:22][O:21][CH2:20][CH2:19]5)=[C:9]([O:12][CH3:13])[CH:10]=4)[N:5]=[CH:4][N:3]=3)=[CH:27][C:26]=2[O:25][CH2:24]1. Procedure details: A solution of 4-chloro-6-methoxy-7-(3-morpholinopropoxy)quinazoline (74 mg, 0.23 mmol), (prepared as described for the starting material in Example 1), and 3,4-(methylenedioxy)aniline (53 mg, 0.24 mmol) in a solution of isopropanol (3.5 ml) containing 5.5M hydrogen chloride in isopropanol (42 μl) was heated for 3 hours. After cooling to ambient temperature, the reaction mixture was cooled to 0° C. and maintained at this temperature overnight. The precipitate was collected by filtration, washed w...